This data is from the Open Reaction Database (ORD), a public repository of structured organic reaction records. The task is: describe an organic reaction: reactants, conditions, products, and yield The reactants are BrC=1C=CC(=NC1)C#N (5-bromopicolinonitrile), N1C=NC=C1 (imidazole). The solvent is CN(C=O)C (dimethylformamide). Conditions: temperature 130 celsius. Product: N1(C=NC=C1)C=1C=CC(=NC1)C#N (5-(1H-imidazol-1-yl)picolinonitrile). The yield is 66.3%. Reaction SMILES: Br[C:2]1[CH:3]=[CH:4][C:5]([C:8]#[N:9])=[N:6][CH:7]=1.[NH:10]1[CH:14]=[CH:13][N:12]=[CH:11]1>CN(C)C=O>[N:10]1([C:2]2[CH:3]=[CH:4][C:5]([C:8]#[N:9])=[N:6][CH:7]=2)[CH:14]=[CH:13][N:12]=[CH:11]1. Reported procedure: 5-bromopicolinonitrile (2.0 g, 10.9 mmol), imidazole (818 mg, 12 mmol) potassium carbonate (1.66 g, 12 mmol) and dimethylformamide (40 were combined and heated to 130° C. for 20 hours. The reaction solution was evaporated and the residue was partitioned between dichloromethane (150 mL) and water (100 mL). The phases were separated and the organic phase was washed with water (50 mL), dried over magnesium sulfate and evaporated to give a residue which was purified by flash chromatography eluting w... The reactants are N(=O)[O-].[Na+] (NaNO2), stannous chloride, C(C)(=O)NC1=C(C(=O)O)C=CC(=C1)OC (2-acetylamino-4-methoxy-benzoic acid). The solvent is O (water), Cl (HCl), Cl (HCl), O (water). Reaction conditions: temperature -5 celsius, time 10 minute. Yields the product N(N)C1=C(C(=O)O)C=CC(=C1)OC (2-Hydrazino-4-methoxy-benzoic Acid). Isolated yield 80.4%. As a reaction SMILES: C([NH:4][C:5]1[CH:13]=[C:12]([O:14][CH3:15])[CH:11]=[CH:10][C:6]=1[C:7]([OH:9])=[O:8])(=O)C.[N:16]([O-])=O.[Na+]>O.Cl>[NH:4]([C:5]1[CH:13]=[C:12]([O:14][CH3:15])[CH:11]=[CH:10][C:6]=1[C:7]([OH:9])=[O:8])[NH2:16] |f:1.2|. Reported procedure: A suspension of 2-acetylamino-4-methoxy-benzoic acid (15 g, 73.7 mmol) in water (75 mL) was cooled to −5° C. and conc HCl (150 mL) was added followed by cooling to −5°. To this mixture was added a solution of NaNO2 (5.43 g, 77.4 mmol) in water (50 mL) that had been cooled to −5°; this solution was added at such a rate so as to maintain the temperature of the reaction mixture between −5° and 0° C. The reaction mixture was stirred for 10 min and the clear solution was added to a solution of stanno... Product: C1(CCCCC1)NC1=C2C(=NC=C1C(=O)OCC)N(N=C2)CC (ethyl 4-(cyclohexylamino)-1-ethyl-1H-pyrazolo[3,4-b]pyridine-5-carboxylate). Starting materials: C1(CCCCC1)N (Cyclohexyl amine), ClC1=C2C(=NC=C1C(=O)OCC)N(N=C2)CC (ethyl 4-chloro-1-ethyl-1H-pyrazolo[3,4-b]pyridine-5-carboxylate). Reported procedure: Cyclohexyl amine (9.07 ml, 0.7905 mole) was added to a mixture of ethyl 4-chloro-1-ethyl-1H-pyrazolo[3,4-b]pyridine-5-carboxylate (10 gm, 0.0395 mole) (example 3) in acetonitrile. After stirring for about 2 h at 110° C., acetonitrile was removed under reduced pressure. Water was added and the reaction mixture was extracted with ethyl acetate. The organic layer was washed with brine, dried over anhydrous sodium sulphate and concentrated in vacuo to give brownish solid. RXN SMILES: [CH:1]1([NH2:7])[CH2:6][CH2:5][CH2:4][CH2:3][CH2:2]1.Cl[C:9]1[C:14]([C:15]([O:17][CH2:18][CH3:19])=[O:16])=[CH:13][N:12]=[C:11]2[N:20]([CH2:23][CH3:24])[N:21]=[CH:22][C:10]=12>C(#N)C>[CH:1]1([NH:7][C:9]2[C:14]([C:15]([O:17][CH2:18][CH3:19])=[O:16])=[CH:13][N:12]=[C:11]3[N:20]([CH2:23][CH3:24])[N:21]=[CH:22][C:10]=23)[CH2:6][CH2:5][CH2:4][CH2:3][CH2:2]1. The solvent is C(C)#N (acetonitrile). Run at temperature 110 celsius, time 2 hour. Starting materials: CC#N, NC(=O)CCl, c1ccncc1. Yields the product NC(=O)C[n+]1ccccc1, [Cl-]. Reaction SMILES: [CH3:12][C:13]#[N:14].[Cl:1][CH2:2][C:3](=[O:4])[NH2:5].[cH:6]1[cH:7][cH:8][n:9][cH:10][cH:11]1>>[CH2:2]([C:3](=[O:4])[NH2:5])[n+:9]1[cH:8][cH:7][cH:6][cH:11][cH:10]1.[Cl-:1].